From a dataset of the Open Reaction Database (ORD), a public repository of structured organic reaction records. describe an organic reaction: reactants, conditions, products, and yield The reactants are C1(=CC=C(C=C1)S(=O)(=O)O)C.C(C1=CC=CC=C1)OC(CN)=O (glycine benzyl ester p-toluenesulfonate), C(=O)(O)C1=CC=C(C=C1)C(=O)N[C@@H](C(C)C)C(=O)N(CC(=O)NC(C(C(F)(F)F)=O)C(C)C)C1CC2=CC=CC=C2C1 (3(RS)-[(4-carboxyphenylcarbonyl)-L-valyl-N-(2-indanyl)glycyl]amino-1,1,1-trifluoro-4-methyl-2-oxopentane). The product is C(C1=CC=CC=C1)OC(=O)CNC(=O)C1=CC=C(C=C1)C(=O)N[C@@H](C(C)C)C(=O)N(CC(=O)NC(C(C(F)(F)F)=O)C(C)C)C1CC2=CC=CC=C2C1 (3(RS)-[[4-[(Benzyloxycarbonyl)methylaminocarbonyl]phenylcarbonyl]-L-valyl-N-(2-indanyl)glycyl]amino-1,1,1-trifluoro-4-methyl-2-oxopentane). Isolated yield 97.1%. RXN SMILES: C1(C)C=CC(S(O)(=O)=O)=CC=1.[CH2:12]([O:19][C:20](=[O:23])[CH2:21][NH2:22])[C:13]1[CH:18]=[CH:17][CH:16]=[CH:15][CH:14]=1.[C:24]([C:27]1[CH:32]=[CH:31][C:30]([C:33]([NH:35][C@H:36]([C:40]([N:42]([CH:57]2[CH2:65][C:64]3[C:59](=[CH:60][CH:61]=[CH:62][CH:63]=3)[CH2:58]2)[CH2:43][C:44]([NH:46][CH:47]([CH:54]([CH3:56])[CH3:55])[C:48](=[O:53])[C:49]([F:52])([F:51])[F:50])=[O:45])=[O:41])[CH:37]([CH3:39])[CH3:38])=[O:34])=[CH:29][CH:28]=1)(O)=[O:25]>>[CH2:12]([O:19][C:20]([CH2:21][NH:22][C:24]([C:27]1[CH:28]=[CH:29][C:30]([C:33]([NH:35][C@H:36]([C:40]([N:42]([CH:57]2[CH2:58][C:59]3[C:64](=[CH:63][CH:62]=[CH:61][CH:60]=3)[CH2:65]2)[CH2:43][C:44]([NH:46][CH:47]([CH:54]([CH3:56])[CH3:55])[C:48](=[O:53])[C:49]([F:51])([F:52])[F:50])=[O:45])=[O:41])[CH:37]([CH3:39])[CH3:38])=[O:34])=[CH:31][CH:32]=1)=[O:25])=[O:23])[C:13]1[CH:18]=[CH:17][CH:16]=[CH:15][CH:14]=1 |f:0.1|. Procedure: 3(RS)-[[4-[(Benzyloxycarbonyl)methylaminocarbonyl]phenylcarbonyl]-L-valyl-N-(2-indanyl)glycyl]amino-1,1,1-trifluoro-4-methyl-2-oxopentane (250 mg) was prepared from glycine benzyl ester p-toluenesulfonate (118 mg) and 3(RS)-[(4-carboxyphenylcarbonyl)-L-valyl-N-(2-indanyl)glycyl]amino-1,1,1-trifluoro-4-methyl-2-oxopentane (206 mg) by a similar method to that of Example 1. Starting materials: ClC1CC2=C(SC3=C1C=C(C=C3)F)C=C(C=C2)C (10-chloro-8-fluoro-10,11-dihydro-3-methyl-dibenzo[b,f]thiepin), N1(CCNCC1)CCN1C(OCC1)=O (3-[2-(1-piperazinyl)-ethyl]-2-oxazolidinone). Run in C(Cl)(Cl)Cl (chloroform). The product is FC=1C=CC2=C(C(CC3=C(S2)C=C(C=C3)C)N3CCN(CC3)CCN3C(OCC3)=O)C1 (3-{2-[4-(8-fluoro-10,11-dihydro-3-methyl-dibenzo[b,f]thiepin-10-yl)-1-piperazinyl]-ethyl}-2-oxazolidinone). As a reaction SMILES: Cl[CH:2]1[C:8]2[CH:9]=[C:10]([F:13])[CH:11]=[CH:12][C:7]=2[S:6][C:5]2[CH:14]=[C:15]([CH3:18])[CH:16]=[CH:17][C:4]=2[CH2:3]1.[N:19]1([CH2:25][CH2:26][N:27]2[CH2:31][CH2:30][O:29][C:28]2=[O:32])[CH2:24][CH2:23][NH:22][CH2:21][CH2:20]1>C(Cl)(Cl)Cl>[F:13][C:10]1[CH:11]=[CH:12][C:7]2[S:6][C:5]3[CH:14]=[C:15]([CH3:18])[CH:16]=[CH:17][C:4]=3[CH2:3][CH:2]([N:22]3[CH2:23][CH2:24][N:19]([CH2:25][CH2:26][N:27]4[CH2:31][CH2:30][O:29][C:28]4=[O:32])[CH2:20][CH2:21]3)[C:8]=2[CH:9]=1. Procedure: 10.6 g. of 10-chloro-8-fluoro-10,11-dihydro-3-methyl-dibenzo[b,f]thiepin are heated at reflux together with 200 ml. of chloroform and 22.8 g. of 3-[2-(1-piperazinyl)-ethyl]-2-oxazolidinone for 30 hours. Thereafter, the mixture is evaporated under reduced pressure, and the residue is worked up as described in Example 5. The insoluble base is recrystallized from ethanol, whereby there is obtained 3-{2-[4-(8-fluoro-10,11-dihydro-3-methyl-dibenzo[b,f]thiepin-10-yl)-1-piperazinyl]-ethyl}-2-oxazolidin...